This data is from the Open Reaction Database (ORD), a public repository of structured organic reaction records. The task is: describe an organic reaction: reactants, conditions, products, and yield Starting materials: N#CC1=C(c2ccc(F)cc2)CCc2cc(Br)ccc21, CO, Cl, [Mg], C1CCOC1. Product: N#CC1c2ccc(Br)cc2CCC1c1ccc(F)cc1. As a reaction SMILES: [Br:1][c:2]1[cH:3][c:4]2[c:9]([cH:10][cH:11]1)[C:8]([C:12]#[N:13])=[C:7]([c:14]1[cH:15][cH:16][c:17]([F:20])[cH:18][cH:19]1)[CH2:6][CH2:5]2.[CH3:28][OH:29].[ClH:27].[Mg:21].[O:22]1[CH2:23][CH2:24][CH2:25][CH2:26]1>>[Br:1][c:2]1[cH:3][c:4]2[c:9]([cH:10][cH:11]1)[CH:8]([C:12]#[N:13])[CH:7]([c:14]1[cH:15][cH:16][c:17]([F:20])[cH:18][cH:19]1)[CH2:6][CH2:5]2.